From a dataset of the Open Reaction Database (ORD), a public repository of structured organic reaction records. describe an organic reaction: reactants, conditions, products, and yield The reactants are ClC=1N=C(C2=C(N1)C(=NC=N2)NCC=2C=NC=CC2)N2CCS(CC2)=O (2-chloro-4-(1-oxido-thiomorpholino)-8-(3-picolylamino)-pyrimido-[5,4-d]-pyrimidine), N1CCNCC1 (piperazine). Product: O=S1CCN(CC1)C=1C2=C(N=C(N1)N1CCNCC1)C(=NC=N2)NCC=2C=NC=CC2 (4-(1-Oxido-thiomorpholino)-8-(3-picolyl-amino)-2-piperazino-pyrimido-[5,4-d]-pyrimidine). Reaction SMILES: Cl[C:2]1[N:3]=[C:4]([N:20]2[CH2:25][CH2:24][S:23](=[O:26])[CH2:22][CH2:21]2)[C:5]2[N:11]=[CH:10][N:9]=[C:8]([NH:12][CH2:13][C:14]3[CH:15]=[N:16][CH:17]=[CH:18][CH:19]=3)[C:6]=2[N:7]=1.[NH:27]1[CH2:32][CH2:31][NH:30][CH2:29][CH2:28]1>>[O:26]=[S:23]1[CH2:24][CH2:25][N:20]([C:4]2[C:5]3[N:11]=[CH:10][N:9]=[C:8]([NH:12][CH2:13][C:14]4[CH:15]=[N:16][CH:17]=[CH:18][CH:19]=4)[C:6]=3[N:7]=[C:2]([N:27]3[CH2:32][CH2:31][NH:30][CH2:29][CH2:28]3)[N:3]=2)[CH2:21][CH2:22]1. Procedure details: This compound was prepared analogous to Example 118 from 2-chloro-4-(1-oxido-thiomorpholino)-8-(3-picolylamino)-pyrimido-[5,4-d]-pyrimidine (m.p.: 227°-229° C.) and piperazine. Reactants: O=C(NC(Cc1ccccc1)C(O)CN(OC1CCCCC1)S(=O)(=O)c1cccc(OCc2ccccc2)c1)OC1COC2OCCC12, CCOC(C)=O, [H][H]. Yields the product O=C(NC(Cc1ccccc1)C(O)CN(OC1CCCCC1)S(=O)(=O)c1cccc(O)c1)OC1COC2OCCC12. As a reaction SMILES: [CH2:1]([c:2]1[cH:3][cH:4][cH:5][cH:6][cH:7]1)[CH:8]([CH:9]([CH2:10][N:11]([O:12][CH:13]1[CH2:14][CH2:15][CH2:16][CH2:17][CH2:18]1)[S:19](=[O:20])(=[O:21])[c:22]1[cH:23][c:24]([O:28][CH2:29][c:30]2[cH:31][cH:32][cH:33][cH:34][cH:35]2)[cH:25][cH:26][cH:27]1)[OH:36])[NH:37][C:38]([O:39][CH:40]1[CH2:41][O:42][CH:43]2[O:44][CH2:45][CH2:46][CH:47]12)=[O:48].[CH3:51][CH2:52][O:53][C:54](=[O:55])[CH3:56].[H:49][H:50]>>[CH2:1]([c:2]1[cH:3][cH:4][cH:5][cH:6][cH:7]1)[CH:8]([CH:9]([CH2:10][N:11]([O:12][CH:13]1[CH2:14][CH2:15][CH2:16][CH2:17][CH2:18]1)[S:19](=[O:20])(=[O:21])[c:22]1[cH:23][c:24]([OH:28])[cH:25][cH:26][cH:27]1)[OH:36])[NH:37][C:38]([O:39][CH:40]1[CH2:41][O:42][CH:43]2[O:44][CH2:45][CH2:46][CH:47]12)=[O:48].